From a dataset of the Open Reaction Database (ORD), a public repository of structured organic reaction records. describe an organic reaction: reactants, conditions, products, and yield Reactants: CC1=NC=2N(C(=C1)C)N=C(C2CC(=O)O)C2=CC=CC=C2 (5,7-dimethyl-2-phenylpyrazolo[1,5-a]pyrimidine-3-acetic acid), C(=O)(N1C=NC=C1)N1C=NC=C1 (1,1'-carbonyldiimidazole), CNC (dimethylamine). The solvent is O1CCCC1 (tetrahydrofuran), O1CCCC1 (tetrahydrofuran). Run at time 4 hour. Yields the product CN(C(CC=1C(=NN2C1N=C(C=C2C)C)C2=CC=CC=C2)=O)C (N,N,5,7-Tetramethyl-2-phenylpyrazolo[1,5-a]pyrimidine-3-acetamide). Yield: 61.9%. As a reaction SMILES: [CH3:1][C:2]1[CH:7]=[C:6]([CH3:8])[N:5]2[N:9]=[C:10]([C:16]3[CH:21]=[CH:20][CH:19]=[CH:18][CH:17]=3)[C:11]([CH2:12][C:13](O)=[O:14])=[C:4]2[N:3]=1.[C:22](N1C=CN=C1)([N:24]1C=CN=[CH:25]1)=O.CNC>O1CCCC1>[CH3:22][N:24]([CH3:25])[C:13](=[O:14])[CH2:12][C:11]1[C:10]([C:16]2[CH:21]=[CH:20][CH:19]=[CH:18][CH:17]=2)=[N:9][N:5]2[C:6]([CH3:8])=[CH:7][C:2]([CH3:1])=[N:3][C:4]=12. Procedure: A suspension of 3.0 g (0.011 mole) of 5,7-dimethyl-2-phenylpyrazolo[1,5-a]pyrimidine-3-acetic acid and 1.73 g (0.011 mole) of 1,1'-carbonyldiimidazole in 120 ml of anhydrous tetrahydrofuran was stirred for 4 hours at room temperature while a stream of nitrogen was bubbled through the mixture. The solution was treated with a solution of dimethylamine in tetrahydrofuran (11.2 ml; 0.033 mole; 2.95M) and the mixture was stirred at room temperature for 17 hours under nitrogen. The solvent was evapora...